From a dataset of the Open Reaction Database (ORD), a public repository of structured organic reaction records. describe an organic reaction: reactants, conditions, products, and yield Reactants: CN(C)C=O, ClCc1ccccc1, [Na+], O=C([O-])c1ccc(O)cc1. Product: O=C(OCc1ccccc1)c1ccc(O)cc1. As a reaction SMILES: [CH3:20][N:21]([CH3:22])[CH:23]=[O:24].[Cl:12][CH2:13][c:14]1[cH:15][cH:16][cH:17][cH:18][cH:19]1.[Na+:11].[OH:1][c:2]1[cH:3][cH:4][c:5]([C:6](=[O:7])[O-:8])[cH:9][cH:10]1>>[OH:1][c:2]1[cH:3][cH:4][c:5]([C:6](=[O:7])[O:8][CH2:13][c:14]2[cH:15][cH:16][cH:17][cH:18][cH:19]2)[cH:9][cH:10]1. Reactants: Br, O=N[O-], Nc1cccc2ncccc12, [Na+], [Na+], [OH-], O. Yields the product Brc1cccc2ncccc12. Reaction SMILES: [BrH:18].[N:12]([O-:13])=[O:14].[NH2:1][c:2]1[c:3]2[cH:4][cH:5][cH:6][n:7][c:8]2[cH:9][cH:10][cH:11]1.[Na+:15].[Na+:17].[OH-:16].[OH2:19]>>[c:2]1([Br:18])[c:3]2[cH:4][cH:5][cH:6][n:7][c:8]2[cH:9][cH:10][cH:11]1.